From a dataset of the Open Reaction Database (ORD), a public repository of structured organic reaction records. describe an organic reaction: reactants, conditions, products, and yield Starting materials: CC(=O)O[BH-](OC(C)=O)OC(C)=O, CC(=O)O, O=Cc1ccn(-c2ccc(C(F)(F)F)cc2)n1, [Na+], CC(N)c1cccc2ccccc12. Product: CC(NCc1ccn(-c2ccc(C(F)(F)F)cc2)n1)c1cccc2ccccc12. RXN SMILES: [C:31]([O:32][BH-:33]([O:34][C:35](=[O:36])[CH3:37])[O:38][C:39](=[O:40])[CH3:41])(=[O:42])[CH3:43].[C:45]([OH:46])(=[O:47])[CH3:48].[F:1][C:2]([c:3]1[cH:4][cH:5][c:6](-[n:9]2[n:10][c:11]([CH:14]=[O:15])[cH:12][cH:13]2)[cH:7][cH:8]1)([F:16])[F:17].[Na+:44].[c:18]1([CH:28]([CH3:29])[NH2:30])[cH:19][cH:20][cH:21][c:22]2[cH:23][cH:24][cH:25][cH:26][c:27]12>>[F:1][C:2]([c:3]1[cH:4][cH:5][c:6](-[n:9]2[n:10][c:11]([CH2:14][NH:30][CH:28]([c:18]3[cH:19][cH:20][cH:21][c:22]4[cH:23][cH:24][cH:25][cH:26][c:27]34)[CH3:29])[cH:12][cH:13]2)[cH:7][cH:8]1)([F:16])[F:17]. Reactants: ClC1=C(C=CC(=C1)O)C(C(C(F)(F)F)(O)C=1C=C(C(N(C1)C)=O)C)C (5-[2-(2-chloro-4-hydroxy-phenyl)-1-hydroxy-1-trifluoromethyl-propyl]-1,3-dimethyl-1H-pyridin-2-one), ClC=1C=C(C=CC1C(=O)OC)B(O)O (3-chloro-4-methoxycarbonylphenylboronic acid). The reagents and catalysts are C(C)(=O)[O-].[Cu+2].C(C)(=O)[O-] (copper-(II)-acetate). Solvent: N1=CC=CC=C1 (pyridine). Yields the product COC(C1=C(C=C(C=C1)OC1=CC(=C(C=C1)C(C(C(F)(F)F)(O)C1=CN(C(C(=C1)C)=O)C)C)Cl)Cl)=O (2-Chloro-4-{3-chloro-4-[2-(1,5-dimethyl-6-oxo-1,6-dihydro-pyridin-3-yl)-3,3,3-trifluoro-2-hydroxy-1-methyl-propyl]-phenoxy}-benzoic acid methyl ester). RXN SMILES: [Cl:1][C:2]1[CH:7]=[C:6]([OH:8])[CH:5]=[CH:4][C:3]=1[CH:9]([CH3:25])[C:10]([C:16]1[CH:17]=[C:18]([CH3:24])[C:19](=[O:23])[N:20]([CH3:22])[CH:21]=1)([OH:15])[C:11]([F:14])([F:13])[F:12].[Cl:26][C:27]1[CH:28]=[C:29](B(O)O)[CH:30]=[CH:31][C:32]=1[C:33]([O:35][CH3:36])=[O:34]>C([O-])(=O)C.[Cu+2].C([O-])(=O)C.N1C=CC=CC=1>[CH3:36][O:35][C:33](=[O:34])[C:32]1[CH:31]=[CH:30][C:29]([O:8][C:6]2[CH:5]=[CH:4][C:3]([CH:9]([CH3:25])[C:10]([C:16]3[CH:17]=[C:18]([CH3:24])[C:19](=[O:23])[N:20]([CH3:22])[CH:21]=3)([OH:15])[C:11]([F:13])([F:14])[F:12])=[C:2]([Cl:1])[CH:7]=2)=[CH:28][C:27]=1[Cl:26] |f:2.3.4|. Procedure details: In analogy to Example 151, step 8, 5-[2-(2-chloro-4-hydroxy-phenyl)-1-hydroxy-1-trifluoromethyl-propyl]-1,3-dimethyl-1H-pyridin-2-one (Example 203, step 5) was reacted with 3-chloro-4-methoxycarbonylphenylboronic acid, copper-(II)-acetate and pyridine to give the title compound as a colorless solid. MS (m/e)=544.2 [M+H+]. Reactants: C[S-], CO, [Na+], CS(=O)(=O)OCCCc1ccncc1. Product: CSCCCc1ccncc1. As a reaction SMILES: [CH3:15][S-:16].[CH3:18][OH:19].[Na+:17].[n:1]1[cH:2][cH:3][c:4]([CH2:7][CH2:8][CH2:9][O:10][S:11]([CH3:12])(=[O:13])=[O:14])[cH:5][cH:6]1>>[n:1]1[cH:2][cH:3][c:4]([CH2:7][CH2:8][CH2:9][S:16][CH3:15])[cH:5][cH:6]1. Reactants: C(=O)([O-])[O-].[Na+].[Na+] (Na2CO3), ClC1=NC=C(C(=O)NC2=CC=C(C=C2)OC(F)(F)F)C=C1C=1C=NC=NC1 (6-Chloro-5-(pyrimidin-5-yl)-N-(4-(trifluoromethoxy)phenyl)nicotinamide), CCN(C(C)C)C(C)C (DIPEA), CN([C@@H]1[C@H](CNC1)O)C ((3S,4S)-4-(Dimethylamino)pyrrolidin-3-ol). The solvent is CC(C)O (iPrOH). Run at temperature 110 celsius, time 16 hour. The product is CN([C@H]1CN(C[C@@H]1O)C1=NC=C(C(=O)NC2=CC=C(C=C2)OC(F)(F)F)C=C1C=1C=NC=NC1)C (6-((3S,4S)-3-(Dimethylamino)-4-hydroxypyrrolidin-1-yl)-5-(pyrimidin-5-yl)-N-(4-(trifluoromethoxy)phenyl)nicotinamide). Reaction SMILES: Cl[C:2]1[C:21]([C:22]2[CH:23]=[N:24][CH:25]=[N:26][CH:27]=2)=[CH:20][C:5]([C:6]([NH:8][C:9]2[CH:14]=[CH:13][C:12]([O:15][C:16]([F:19])([F:18])[F:17])=[CH:11][CH:10]=2)=[O:7])=[CH:4][N:3]=1.CCN(C(C)C)C(C)C.[CH3:37][N:38]([CH3:45])[C@H:39]1[CH2:43][NH:42][CH2:41][C@@H:40]1[OH:44].C([O-])([O-])=O.[Na+].[Na+]>CC(O)C>[CH3:37][N:38]([CH3:45])[C@@H:39]1[C@@H:40]([OH:44])[CH2:41][N:42]([C:2]2[C:21]([C:22]3[CH:27]=[N:26][CH:25]=[N:24][CH:23]=3)=[CH:20][C:5]([C:6]([NH:8][C:9]3[CH:14]=[CH:13][C:12]([O:15][C:16]([F:18])([F:19])[F:17])=[CH:11][CH:10]=3)=[O:7])=[CH:4][N:3]=2)[CH2:43]1 |f:3.4.5|. Reported procedure: 6-Chloro-5-(pyrimidin-5-yl)-N-(4-(trifluoromethoxy)phenyl)nicotinamide (Stage 223.1, 60 mg, 0.149 mmol) and DIPEA (0.182 mL, 1.043 mmol) were added to a vial containing iPrOH (1 mL). (3S,4S)-4-(Dimethylamino)pyrrolidin-3-ol (50 mg, 0.246 mmol) was added. The mixture was stirred at 110° C. for 16 h. The RM was treated with sat. aq. Na2CO3 (20 mL) and was extracted with EtOAc. The combined extracts were washed with brine (10 mL), dried over Na2SO4, filtered and the filtrate was evaporated off unde...